Dataset: the Open Reaction Database (ORD), a public repository of structured organic reaction records. Task: describe an organic reaction: reactants, conditions, products, and yield The reactants are OC=1C(C(=NN(C1)C)C1=CC=NN1C1=CC=CC=C1)=O (5-hydroxy-1-methyl-3-(1-phenyl-1H-pyrazol-5-yl)pyridazin-4(1H)-one), ClCCN1CCN2C1=NC1=C2C=CC=C1 (1-(2-chloroethyl)-2,3-dihydro-1H-imidazo[1,2-a]benzimidazole), C([O-])([O-])=O.[Cs+].[Cs+] (cesium carbonate), [I-].[Na+] (sodium iodide). Solvent: CC(=O)N(C)C (dimethylacetamide). Run at temperature 80 celsius, time 13 hour. The product is N1(CCN2C1=NC1=C2C=CC=C1)CCOC=1C(C(=NN(C1)C)C1=CC=NN1C1=CC=CC=C1)=O (5-[2-(2,3-dihydro-1H-imidazo[1,2-a]benzimidazol-1-yl)ethoxy]-1-methyl-3-(1-phenyl-1H-pyrazol-5-yl)pyridazin-4(1H)-one). The yield is 66.8%. RXN SMILES: [OH:1][C:2]1[C:3](=[O:20])[C:4]([C:9]2[N:13]([C:14]3[CH:19]=[CH:18][CH:17]=[CH:16][CH:15]=3)[N:12]=[CH:11][CH:10]=2)=[N:5][N:6]([CH3:8])[CH:7]=1.Cl[CH2:22][CH2:23][N:24]1[C:28]2=[N:29][C:30]3[CH:35]=[CH:34][CH:33]=[CH:32][C:31]=3[N:27]2[CH2:26][CH2:25]1.C(=O)([O-])[O-].[Cs+].[Cs+].[I-].[Na+]>CC(N(C)C)=O>[N:24]1([CH2:23][CH2:22][O:1][C:2]2[C:3](=[O:20])[C:4]([C:9]3[N:13]([C:14]4[CH:19]=[CH:18][CH:17]=[CH:16][CH:15]=4)[N:12]=[CH:11][CH:10]=3)=[N:5][N:6]([CH3:8])[CH:7]=2)[C:28]2=[N:29][C:30]3[CH:35]=[CH:34][CH:33]=[CH:32][C:31]=3[N:27]2[CH2:26][CH2:25]1 |f:2.3.4,5.6|. Procedure details: A suspension of 5-hydroxy-1-methyl-3-(1-phenyl-1H-pyrazol-5-yl)pyridazin-4(1H)-one (201 mg), 1-(2-chloroethyl)-2,3-dihydro-1H-imidazo[1,2-a]benzimidazole (249 mg), cesium carbonate (428 mg) and sodium iodide (253 mg) in dimethylacetamide (10 mL) was stirred at 80° C. for 13 hr. The reaction mixture was filtered to separate an insoluble material, which was washed with ethyl acetate. The filtrate and washing were combined, and the mixture was concentrated under reduced pressure to dryness. The res...